From a dataset of the Open Reaction Database (ORD), a public repository of structured organic reaction records. describe an organic reaction: reactants, conditions, products, and yield Reactants: CCCCOc1c2ccccc2cc2ccccc12, CCCCC, CN(C)C=O. Yields the product CCCCOc1c2ccccc2c(C=O)c2ccccc12. As a reaction SMILES: [CH2:1]([CH2:2][CH2:3][CH3:4])[O:5][c:6]1[c:7]2[cH:8][cH:9][cH:10][cH:11][c:12]2[cH:13][c:14]2[cH:15][cH:16][cH:17][cH:18][c:19]12.[CH3:20][CH2:21][CH2:22][CH2:23][CH3:24].[O:25]=[CH:26][N:27]([CH3:28])[CH3:29]>>[CH2:1]([CH2:2][CH2:3][CH3:4])[O:5][c:6]1[c:7]2[cH:8][cH:9][cH:10][cH:11][c:12]2[c:13]([CH:26]=[O:25])[c:14]2[cH:15][cH:16][cH:17][cH:18][c:19]12.